Dataset: the Open Reaction Database (ORD), a public repository of structured organic reaction records. Task: describe an organic reaction: reactants, conditions, products, and yield Reactants: [N+](=O)([O-])C1=C(C=CC(=C1)[N+](=O)[O-])ON (O-(2,4-dinitro-phenyl)-hydroxylamine), CN(C)C=O (DMF), C(C)OC(=O)C=1NC(=CC1)C(=O)OCC (1H-pyrrole-2,5-dicarboxylic acid diethyl ester), [H-].[Na+] (NaH). Solvent: hexanes, O (Water). Reaction conditions: time 1 hour. Product: C(C)OC(=O)C=1N(C(=CC1)C(=O)OCC)N (1-amino-1H-pyrrole-2,5-dicarboxylic acid diethyl ester). Reaction SMILES: [H-].[Na+].C[N:4](C=O)C.[CH2:8]([O:10][C:11]([C:13]1[NH:14][C:15]([C:18]([O:20][CH2:21][CH3:22])=[O:19])=[CH:16][CH:17]=1)=[O:12])[CH3:9].[N+](C1C=C([N+]([O-])=O)C=CC=1ON)([O-])=O>O>[CH2:8]([O:10][C:11]([C:13]1[N:14]([NH2:4])[C:15]([C:18]([O:20][CH2:21][CH3:22])=[O:19])=[CH:16][CH:17]=1)=[O:12])[CH3:9] |f:0.1|. Procedure: NaH (60% in mineral oil, 154.3 mg, 3.86 mmol) was rinsed with hexanes (5 ml), then anhydrous DMF (10 ml) was added, to this suspension 406B (0.68 g, 3.22 mmol) was added portionwise at 0° C., and the mixture was stirred for 1 h from 0° C. to rt. O-(2,4-dinitro-phenyl)-hydroxylamine (705.6 mg, 3.54 mmol) was added in two portions at 0° C., the reaction mixture was stirred at rt overnight. Water (50 ml) was added, the mixture was extracted with EtOAc (3×25 ml), the combined organic layer was washe... Starting materials: Br, CC1CO1, CCOC(=O)C(N)Cc1nc2ccccc2nc1CP(=O)(O)O, [K+], [OH-], O. The product is NC(Cc1nc2ccccc2nc1CP(=O)(O)O)C(=O)O. Reaction SMILES: [BrH:1].[CH2:27]1[O:28][CH:29]1[CH3:30].[CH2:2]([CH3:3])[O:4][C:5]([CH:6]([CH2:7][c:8]1[n:9][c:10]2[cH:11][cH:12][cH:13][cH:14][c:15]2[n:16][c:17]1[CH2:18][P:19](=[O:20])([OH:21])[OH:22])[NH2:23])=[O:24].[K+:26].[OH-:25].[OH2:31]>>[O:4]=[C:5]([CH:6]([CH2:7][c:8]1[n:9][c:10]2[cH:11][cH:12][cH:13][cH:14][c:15]2[n:16][c:17]1[CH2:18][P:19](=[O:20])([OH:21])[OH:22])[NH2:23])[OH:24]. The reactants are COC=1C=C(CC2N(CCC3=C(C=CC(=C23)OC)O)CC(=O)NCC2=NC=CC=C2)C=CC1OC (2-[1-(3,4-dimethoxy-benzyl)-5-hydroxy-8-methoxy-3,4-dihydro-1H-isoquinolin-2-yl]-N-(pyridin-2-yl-methyl)-acetamide), C(C)I (ethyl iodide). Product: COC=1C=C(CC2N(CCC3=C(C=CC(=C23)OC)OCC)CC(=O)NCC2=NC=CC=C2)C=CC1OC (2-[1-(3,4-dimethoxy-benzyl)-5-ethoxy-8-methoxy-3,4-dihydro-1H-isoquinolin-2-yl]-N-(pyridin-2-yl-methyl)-acetamide). RXN SMILES: [CH3:1][O:2][C:3]1[CH:4]=[C:5]([CH:31]=[CH:32][C:33]=1[O:34][CH3:35])[CH2:6][CH:7]1[C:16]2[C:11](=[C:12]([OH:19])[CH:13]=[CH:14][C:15]=2[O:17][CH3:18])[CH2:10][CH2:9][N:8]1[CH2:20][C:21]([NH:23][CH2:24][C:25]1[CH:30]=[CH:29][CH:28]=[CH:27][N:26]=1)=[O:22].[CH2:36](I)[CH3:37]>>[CH3:1][O:2][C:3]1[CH:4]=[C:5]([CH:31]=[CH:32][C:33]=1[O:34][CH3:35])[CH2:6][CH:7]1[C:16]2[C:11](=[C:12]([O:19][CH2:36][CH3:37])[CH:13]=[CH:14][C:15]=2[O:17][CH3:18])[CH2:10][CH2:9][N:8]1[CH2:20][C:21]([NH:23][CH2:24][C:25]1[CH:30]=[CH:29][CH:28]=[CH:27][N:26]=1)=[O:22]. Reported procedure: prepared by reaction of 2-[1-(3,4-dimethoxy-benzyl)-5-hydroxy-8-methoxy-3,4-dihydro-1H-isoquinolin-2-yl]-N-(pyridin-2-yl-methyl)-acetamide with ethyl iodide